This data is from the Open Reaction Database (ORD), a public repository of structured organic reaction records. The task is: describe an organic reaction: reactants, conditions, products, and yield Starting materials: C(O)([O-])=O.[Na+] (sodium hydrogencarbonate), OC1=C(C(N(C2=NC=CC=C12)C1=CC(=CC=C1)C(F)(F)F)=O)C(CC1=C(C=CC=C1)OC)=O (4-hydroxy-3-(2-methoxyphenylacetyl)-1-(3-trifluoromethylphenyl)-1,8-naphthyridin-2(1H)-one), O.NN (hydrazine monohydrate). Solvent: CN(C)C=O (DMF). Conditions: temperature 115 celsius, time 2 hour. The product is COC1=C(CC2=NNC3=C2C(N(C=2N=CC=CC32)C3=CC(=CC=C3)C(F)(F)F)=O)C=CC=C1 (3-(2-methoxybenzyl)-5-(3-trifluoromethylphenyl)-1H-pyrazolo[4,3-c][1,8]-naphthyridin-4(5H)-one), crystal. The yield is 86.0%. RXN SMILES: O[C:2]1[C:11]2[C:6](=[N:7][CH:8]=[CH:9][CH:10]=2)[N:5]([C:12]2[CH:17]=[CH:16][CH:15]=[C:14]([C:18]([F:21])([F:20])[F:19])[CH:13]=2)[C:4](=[O:22])[C:3]=1[C:23](=O)[CH2:24][C:25]1[CH:30]=[CH:29][CH:28]=[CH:27][C:26]=1[O:31][CH3:32].O.[NH2:35][NH2:36].C(=O)([O-])O.[Na+]>CN(C=O)C>[CH3:32][O:31][C:26]1[CH:27]=[CH:28][CH:29]=[CH:30][C:25]=1[CH2:24][C:23]1[C:3]2[C:4](=[O:22])[N:5]([C:12]3[CH:17]=[CH:16][CH:15]=[C:14]([C:18]([F:21])([F:19])[F:20])[CH:13]=3)[C:6]3[N:7]=[CH:8][CH:9]=[CH:10][C:11]=3[C:2]=2[NH:36][N:35]=1 |f:1.2,3.4|. Reported procedure: To a suspension of 4-hydroxy-3-(2-methoxyphenylacetyl)-1-(3-trifluoromethylphenyl)-1,8-naphthyridin-2(1H)-one (493 mg, 1.1 mmol) produced in Synthesis Example 33 in DMF (4.5 mL) was added hydrazine monohydrate (purity of 80%, 175 μL), and the mixture was stirred at 110 to 120° C. for 2 hours. To the reaction solution was added a sodium hydrogencarbonate aqueous solution. The resulting precipitate was separated by filtration, washed with water, and dried to give 3-(2-methoxybenzyl)-5-(3-trifluoro... Starting materials: C(C)(CC)[BH-](C(C)CC)C(C)CC.[Li+] (lithium tri-sec-butylborohydride), solution, COC(CCC1CC(CC(C1)C)=O)(C)C (3-(3-methoxy-3-methlybut-1-yl)-5-methylcyclohexan-1-one). The solvent is O1CCCC1 (tetrahydrofuran), O1CCCC1 (tetrahydrofuran). Conditions: temperature 25 celsius, time 16 hour. Yields the product COC(CCC1CC(CC(C1)C)O)(C)C (3-(3-methoxy-3-methylbutyl)-5-methyl cyclohexan-1-ol). Reaction SMILES: C([BH-](C(CC)C)C(CC)C)(CC)C.[Li+].[CH3:15][O:16][C:17]([CH3:29])([CH3:28])[CH2:18][CH2:19][CH:20]1[CH2:25][CH:24]([CH3:26])[CH2:23][C:22](=[O:27])[CH2:21]1>O1CCCC1>[CH3:15][O:16][C:17]([CH3:28])([CH3:29])[CH2:18][CH2:19][CH:20]1[CH2:25][CH:24]([CH3:26])[CH2:23][CH:22]([OH:27])[CH2:21]1 |f:0.1|. Procedure: A solution of lithium tri-sec-butylborohydride (267 mL of a 1M solution in tetrahydrofuran, 0.27 mol) was added to a cooled (-65° C.) solution of 3-(3-methoxy-3-methlybut-1-yl)-5-methylcyclohexan-1-one (48.6 g, 0.22 mol) dissolved in tetrahydrofuran (350 mL). The solution was stirred at 25° C. for 16 hours and was quenched by addition of sodium hydroxide (10% aqueous, 165 mL) followed by hydrogen peroxide (30% aqueous, 170 mL). Workup yielded 3-(3-methoxy-3-methylbutyl)-5-methyl cyclohexan-1-ol ... As a reaction SMILES: [C:24](=[O:25])([O-:26])[O-:27].[CH3:30][O:31][CH2:32][CH2:33][O:34][CH2:35][CH2:36][O:37][CH3:38].[Cl:1][c:2]1[n:3][cH:4][cH:5][cH:6][c:7]1[N+:8](=[O:9])[O-:10].[K+:28].[K+:29].[NH2:11][c:12]1[cH:13][c:14](-[c:18]2[n:19][cH:20][cH:21][cH:22][cH:23]2)[cH:15][cH:16][cH:17]1>>[c:2]1([NH:11][c:12]2[cH:13][c:14](-[c:18]3[n:19][cH:20][cH:21][cH:22][cH:23]3)[cH:15][cH:16][cH:17]2)[n:3][cH:4][cH:5][cH:6][c:7]1[N+:8](=[O:9])[O-:10]. The reactants are O=C([O-])[O-], COCCOCCOC, O=[N+]([O-])c1cccnc1Cl, [K+], [K+], Nc1cccc(-c2ccccn2)c1. The product is O=[N+]([O-])c1cccnc1Nc1cccc(-c2ccccn2)c1.